This data is from the Open Reaction Database (ORD), a public repository of structured organic reaction records. The task is: describe an organic reaction: reactants, conditions, products, and yield The reactants are CN(C)CCN, CC(=O)c1ccc(CCc2cnc3c(N)nc4cc(C)ccc4c3c2)cc1. The product is Cc1ccc2c(c1)nc(N)c1ncc(CCc3ccc(C(C)NCCN(C)C)cc3)cc12. As a reaction SMILES: [CH3:28][N:29]([CH2:30][CH2:31][NH2:32])[CH3:33].[NH2:1][c:2]1[n:3][c:4]2[c:5]([c:6]3[cH:7][c:8]([CH2:12][CH2:13][c:14]4[cH:15][cH:16][c:17]([C:20]([CH3:21])=[O:22])[cH:18][cH:19]4)[cH:9][n:10][c:11]13)[cH:23][cH:24][c:25]([CH3:27])[cH:26]2>>[NH2:1][c:2]1[n:3][c:4]2[c:5]([c:6]3[cH:7][c:8]([CH2:12][CH2:13][c:14]4[cH:15][cH:16][c:17]([CH:20]([CH3:21])[NH:32][CH2:31][CH2:30][N:29]([CH3:28])[CH3:33])[cH:18][cH:19]4)[cH:9][n:10][c:11]13)[cH:23][cH:24][c:25]([CH3:27])[cH:26]2.